The task is: describe an organic reaction: reactants, conditions, products, and yield. This data is from the Open Reaction Database (ORD), a public repository of structured organic reaction records. Reactants: [Cl-].[K+] (potassium chloride), C1(=CC=CC=C1)[B-](C1=CC=CC=C1)(C1=CC=CC=C1)C1=CC=CC=C1 (tetraphenylborate), C1(=CC=CC=C1)[B-](C1=CC=CC=C1)(C1=CC=CC=C1)C1=CC=CC=C1.[Na+] (sodiumtetraphenylborate), [K] (potassium). Solvent: O (water), O (water). Yields the product C1(=CC=CC=C1)[B-](C1=CC=CC=C1)(C1=CC=CC=C1)C1=CC=CC=C1.[K+] (Potassium Tetraphenylborate). As a reaction SMILES: [C:1]1([B-:7]([C:20]2[CH:25]=[CH:24][CH:23]=[CH:22][CH:21]=2)([C:14]2[CH:19]=[CH:18][CH:17]=[CH:16][CH:15]=2)[C:8]2[CH:13]=[CH:12][CH:11]=[CH:10][CH:9]=2)[CH:6]=[CH:5][CH:4]=[CH:3][CH:2]=1.[Na+].[Cl-].[K+:28].[K].C1([B-](C2C=CC=CC=2)(C2C=CC=CC=2)C2C=CC=CC=2)C=CC=CC=1>O>[C:20]1([B-:7]([C:1]2[CH:2]=[CH:3][CH:4]=[CH:5][CH:6]=2)([C:8]2[CH:9]=[CH:10][CH:11]=[CH:12][CH:13]=2)[C:14]2[CH:19]=[CH:18][CH:17]=[CH:16][CH:15]=2)[CH:21]=[CH:22][CH:23]=[CH:24][CH:25]=1.[K+:28] |f:0.1,2.3,7.8,^1:28|. Procedure details: A solution was prepared by dissolving 10.27 grams (0.30 moles) of Aldrich sodiumtetraphenylborate in 250 milliliters of distilled water. To this, while stirring, was added a solution of 2.36 grams (0.32 moles) of Fisher reagent grade potassium chloride dissolved in 100 milliliters of distilled water. The white precipitate that formed was stirred for 10 minutes and filtered. The precipitate was then washed with distilled water and filtered, followed by drying at 60° C. under vacuum for 24 hours. ... Reactants: COc1ccc(-c2ccc(C(F)(F)F)cc2)cc1C(=O)O, Cc1noc(C(N)Cc2cccc(-c3ccc(F)c(Cl)c3)c2)n1, Cl. Product: COc1ccc(-c2ccc(C(F)(F)F)cc2)cc1C(=O)NC(Cc1cccc(-c2ccc(F)c(Cl)c2)c1)c1nc(C)no1. As a reaction SMILES: [CH3:25][O:26][c:27]1[c:28]([C:43](=[O:44])[OH:45])[cH:29][c:30](-[c:33]2[cH:34][cH:35][c:36]([C:39]([F:40])([F:41])[F:42])[cH:37][cH:38]2)[cH:31][cH:32]1.[Cl:2][c:3]1[cH:4][c:5](-[c:10]2[cH:11][c:12]([CH2:16][CH:17]([c:18]3[n:19][c:20]([CH3:23])[n:21][o:22]3)[NH2:24])[cH:13][cH:14][cH:15]2)[cH:6][cH:7][c:8]1[F:9].[ClH:1]>>[Cl:2][c:3]1[cH:4][c:5](-[c:10]2[cH:11][c:12]([CH2:16][CH:17]([c:18]3[n:19][c:20]([CH3:23])[n:21][o:22]3)[NH:24][C:43]([c:28]3[c:27]([O:26][CH3:25])[cH:32][cH:31][c:30](-[c:33]4[cH:34][cH:35][c:36]([C:39]([F:40])([F:41])[F:42])[cH:37][cH:38]4)[cH:29]3)=[O:44])[cH:13][cH:14][cH:15]2)[cH:6][cH:7][c:8]1[F:9]. The reactants are CC1(OCC(CO1)(CN1CC2=CC=C(C=C2C1)CCCCCCCC)NC(OC(C)(C)C)=O)C (tert-Butyl 2,2-dimethyl-5-((5-octylisoindolin-2-yl)methyl)-1,3-dioxan-5-ylcarbamate), CC1(OCC(CO1)(CNC1=CC=C(C=C1)CCCCCCCC)NC(OC(C)(C)C)=O)C (tert-butyl 2,2-dimethyl-5-((4-octylphenylamino)methyl)-1,3-dioxan-5-ylcarbamate). The product is NC(CO)(CO)CN1CC2=CC=C(C=C2C1)CCCCCCCC (2-Amino-2-((5-octylisoindolin-2-yl)methyl)propane-1,3-diol). The yield is 70.0%. RXN SMILES: CC1(C)[O:7][CH2:6][C:5]([NH:26]C(=O)OC(C)(C)C)([CH2:8][N:9]2[CH2:17][C:16]3[C:11](=[CH:12][CH:13]=[C:14]([CH2:18][CH2:19][CH2:20][CH2:21][CH2:22][CH2:23][CH2:24][CH3:25])[CH:15]=3)[CH2:10]2)[CH2:4][O:3]1.CC1(C)OCC(NC(=O)OC(C)(C)C)(CNC2C=CC(CCCCCCCC)=CC=2)CO1>>[NH2:26][C:5]([CH2:8][N:9]1[CH2:17][C:16]2[C:11](=[CH:12][CH:13]=[C:14]([CH2:18][CH2:19][CH2:20][CH2:21][CH2:22][CH2:23][CH2:24][CH3:25])[CH:15]=2)[CH2:10]1)([CH2:6][OH:7])[CH2:4][OH:3]. Reported procedure: When the product of Step F was substituted for tert-butyl 2,2-dimethyl-5-((4-octylphenylamino)methyl)-1,3-dioxan-5-ylcarbamate in Example 1, Step B, the identical process afforded the title compound in 70% yield. 1H-NMR (CDCl3) 0.86 (tr, 3H, J=6.94 Hz); 1.25 (m, 10H); 1.56 (m, 2H); 2.56 (tr, 2H, J=7.86 Hz); 2.66 (broad m, 4H); 2.89 (s, 2H); 3.57 (s, 4H); 4.07 (s, 4H); 6.98 (s, 1H); 7.0 (d, 1H, J=7.6 Hz); 7.06 (d, 1H, J=7.6 Hz).